Dataset: the Open Reaction Database (ORD), a public repository of structured organic reaction records. Task: describe an organic reaction: reactants, conditions, products, and yield The reactants are CO, COC(=O)c1ccc(OC(c2oc(-c3ccc(C(F)(F)F)cc3)cc2C)C2CCCCC2)cc1, Cl, [Li+], C1CCOC1, [OH-], O. Yields the product Cc1cc(-c2ccc(C(F)(F)F)cc2)oc1C(Oc1ccc(C(=O)O)cc1)C1CCCCC1. Reaction SMILES: [CH3:39][OH:40].[CH:1]1([CH:7]([O:8][c:9]2[cH:10][cH:11][c:12]([C:13](=[O:14])[O:15][CH3:16])[cH:17][cH:18]2)[c:19]2[o:20][c:21](-[c:25]3[cH:26][cH:27][c:28]([C:31]([F:32])([F:33])[F:34])[cH:29][cH:30]3)[cH:22][c:23]2[CH3:24])[CH2:2][CH2:3][CH2:4][CH2:5][CH2:6]1.[ClH:38].[Li+:35].[O:41]1[CH2:42][CH2:43][CH2:44][CH2:45]1.[OH-:36].[OH2:37]>>[CH:1]1([CH:7]([O:8][c:9]2[cH:10][cH:11][c:12]([C:13](=[O:14])[OH:15])[cH:17][cH:18]2)[c:19]2[o:20][c:21](-[c:25]3[cH:26][cH:27][c:28]([C:31]([F:32])([F:33])[F:34])[cH:29][cH:30]3)[cH:22][c:23]2[CH3:24])[CH2:2][CH2:3][CH2:4][CH2:5][CH2:6]1. Reactants: O=C([O-])[O-], COCCOC, ClC(Cl)Cl, OCCCCCl, [K+], [K+], Sc1ccccc1. Yields the product OCCCCSc1ccccc1. Reaction SMILES: [C:14](=[O:15])([O-:16])[O-:17].[CH2:20]([CH2:21][O:22][CH3:23])[O:24][CH3:25].[CH:26]([Cl:27])([Cl:28])[Cl:29].[Cl:8][CH2:9][CH2:10][CH2:11][CH2:12][OH:13].[K+:18].[K+:19].[SH:1][c:2]1[cH:3][cH:4][cH:5][cH:6][cH:7]1>>[S:1]([c:2]1[cH:3][cH:4][cH:5][cH:6][cH:7]1)[CH2:9][CH2:10][CH2:11][CH2:12][OH:13]. As a reaction SMILES: [CH3:1][C:2]1[CH:7]=[CH:6][C:5]([C:8]2[C:16]3[O:15][CH:14]([CH2:17]OS(C4C=CC(C)=CC=4)(=O)=O)[CH2:13][C:12]=3[CH:11]=[C:10]([C:29]3[CH:34]=[CH:33][CH:32]=[CH:31][CH:30]=3)[CH:9]=2)=[CH:4][CH:3]=1.[CH3:35][NH2:36]>>[CH3:1][C:2]1[CH:7]=[CH:6][C:5]([C:8]2[C:16]3[O:15][CH:14]([CH2:17][NH:36][CH3:35])[CH2:13][C:12]=3[CH:11]=[C:10]([C:29]3[CH:34]=[CH:33][CH:32]=[CH:31][CH:30]=3)[CH:9]=2)=[CH:4][CH:3]=1. Procedure: The title compound was prepared (0.051 g, 65%) following the general procedure of Example 390 as a white solid, hydrochloride salt from (±)-{[7-(4-methylphenyl)-5-phenyl-2,3-dihydro-1-benzofuran-2-yl]methyl}4-methylbenzenesulfonate (0.10 g, 0.213 mmol) and methylamine (0.30 g, 9.8 mmol). mp >250° C. Yields the product CC1=CC=C(C=C1)C1=CC(=CC=2CC(OC21)CNC)C2=CC=CC=C2 ((±)-{[7-(4-methylphenyl)-5-phenyl-2,3-dihydro-1-benzofuran-2-yl]methyl}methylamine). Reactants: hydrochloride salt, CC1=CC=C(C=C1)C1=CC(=CC=2CC(OC21)COS(=O)(=O)C2=CC=C(C=C2)C)C2=CC=CC=C2 ((±)-{[7-(4-methylphenyl)-5-phenyl-2,3-dihydro-1-benzofuran-2-yl]methyl}4-methylbenzenesulfonate), CN (methylamine). Procedure: Carbon dioxide was introduced into a mixture of diethanolamine (900 g=8.57 mol) and 80 g of water (4.44 mol) until saturation. In the course of 75 minutes, 73 l of CO2 (3.26 mol) were introduced into one sample and 72 l (3.21 mol) into another sample. The reaction temperature rose to 63° C. without cooling. The product is C(O)(O)=O.N(CCO)CCO (Diethanolamine carbonic acid salt). As a reaction SMILES: [C:1](=[O:3])=[O:2].[NH:4]([CH2:8][CH2:9][OH:10])[CH2:5][CH2:6][OH:7].O>>[C:1](=[O:7])([OH:3])[OH:2].[NH:4]([CH2:8][CH2:9][OH:10])[CH2:5][CH2:6][OH:7] |f:3.4|. Starting materials: C(=O)=O (Carbon dioxide), N(CCO)CCO (diethanolamine), O (water), C(=O)=O (CO2). Starting materials: BrC=1C=C(C=2N(C3=CC=C(C=C3SC2C1)Br)C(=O)OC(C)(C)C)F (3,7-dibromo-1-fluoro-10-Boc-phenothiazine), C=1C=CC(=CC1)P(C=2C=CC=CC2)C3=CC=C4C=CC=CC4=C3C5=C6C=CC=CC6=CC=C5P(C=7C=CC=CC7)C=8C=CC=CC8 (BINAP), C(=O)([O-])[O-].[Cs+].[Cs+] (Cs2CO3), CNC (dimethylamine). Reagents/catalysts: C=1C=CC(=CC1)/C=C/C(=O)/C=C/C2=CC=CC=C2.C=1C=CC(=CC1)/C=C/C(=O)/C=C/C2=CC=CC=C2.[Pd] (Pd(dba)2). The product is CN(C=1C=C(C=2N(C3=CC=C(C=C3SC2C1)Br)C(=O)OC(C)(C)C)F)C (3-Dimethylamino-1-fluoro-7-bromo-10-Boc-phenothiazine). RXN SMILES: Br[C:2]1[CH:3]=[C:4]([F:24])[C:5]2[N:6]([C:17]([O:19][C:20]([CH3:23])([CH3:22])[CH3:21])=[O:18])[C:7]3[C:12]([S:13][C:14]=2[CH:15]=1)=[CH:11][C:10]([Br:16])=[CH:9][CH:8]=3.C1C=CC(P(C2C(C3C(P(C4C=CC=CC=4)C4C=CC=CC=4)=CC=C4C=3C=CC=C4)=C3C(C=CC=C3)=CC=2)C2C=CC=CC=2)=CC=1.C([O-])([O-])=O.[Cs+].[Cs+].[CH3:77][NH:78][CH3:79]>C1C=CC(/C=C/C(/C=C/C2C=CC=CC=2)=O)=CC=1.C1C=CC(/C=C/C(/C=C/C2C=CC=CC=2)=O)=CC=1.[Pd]>[CH3:77][N:78]([CH3:79])[C:2]1[CH:3]=[C:4]([F:24])[C:5]2[N:6]([C:17]([O:19][C:20]([CH3:23])([CH3:22])[CH3:21])=[O:18])[C:7]3[C:12]([S:13][C:14]=2[CH:15]=1)=[CH:11][C:10]([Br:16])=[CH:9][CH:8]=3 |f:2.3.4,6.7.8|. Procedure: To a stirred solution of 3,7-dibromo-1-fluoro-10-Boc-phenothiazine (8) (475 mg, 1 mmol) in touene (10 mL) Pd(dba)2 (28.9 mg, 0.05 mmol), BINAP (22.5 mg, 0.035 mmol), Cs2CO3 (652 mg, 2 mmol) and dimethylamine (0.6 mL, 1.2 mmol) were added. The mixture was refluxed for 24 h. After that reaction mixture was filtered, solvent was removed under vacuum. Product was used without additional purification. Starting materials: COc1cc2c(c3c1OC(C)(C)C3)C(c1cccc(Br)c1)=NC(C)(C)C2, CCO, COCCOC, [Na+], [Na+], O=C([O-])[O-], O, OB(O)c1ccccc1, c1ccc(P(c2ccccc2)(c2ccccc2)[Pd](P(c2ccccc2)(c2ccccc2)c2ccccc2)(P(c2ccccc2)(c2ccccc2)c2ccccc2)P(c2ccccc2)(c2ccccc2)c2ccccc2)cc1. The product is COc1cc2c(c3c1OC(C)(C)C3)C(c1cccc(-c3ccccc3)c1)=NC(C)(C)C2. Reaction SMILES: [Br:16][c:17]1[cH:18][c:19]([C:23]2=[N:24][C:25]([CH3:40])([CH3:41])[CH2:26][c:27]3[cH:28][c:29]([O:38][CH3:39])[c:30]4[c:31]([c:32]32)[CH2:33][C:34]([CH3:36])([CH3:37])[O:35]4)[cH:20][cH:21][cH:22]1.[CH3:42][CH2:43][OH:44].[CH3:46][O:47][CH2:48][CH2:49][O:50][CH3:51].[Na+:10].[Na+:11].[O-:12][C:13](=[O:14])[O-:15].[OH2:45].[OH:1][B:2]([OH:3])[c:4]1[cH:5][cH:6][cH:7][cH:8][cH:9]1.[cH:52]1[cH:53][cH:54][c:55]([P:56]([Pd:57]([P:58]([c:59]2[cH:60][cH:61][cH:62][cH:63][cH:64]2)([c:65]2[cH:66][cH:67][cH:68][cH:69][cH:70]2)[c:71]2[cH:72][cH:73][cH:74][cH:75][cH:76]2)([P:77]([c:78]2[cH:79][cH:80][cH:81][cH:82][cH:83]2)([c:84]2[cH:85][cH:86][cH:87][cH:88][cH:89]2)[c:90]2[cH:91][cH:92][cH:93][cH:94][cH:95]2)[P:96]([c:97]2[cH:98][cH:99][cH:100][cH:101][cH:102]2)([c:103]2[cH:104][cH:105][cH:106][cH:107][cH:108]2)[c:109]2[cH:110][cH:111][cH:112][cH:113][cH:114]2)([c:115]2[cH:116][cH:117][cH:118][cH:119][cH:120]2)[c:121]2[cH:122][cH:123][cH:124][cH:125][cH:126]2)[cH:127][cH:128]1>>[c:4]1(-[c:17]2[cH:18][c:19]([C:23]3=[N:24][C:25]([CH3:40])([CH3:41])[CH2:26][c:27]4[cH:28][c:29]([O:38][CH3:39])[c:30]5[c:31]([c:32]43)[CH2:33][C:34]([CH3:36])([CH3:37])[O:35]5)[cH:20][cH:21][cH:22]2)[cH:5][cH:6][cH:7][cH:8][cH:9]1.